This data is from the Open Reaction Database (ORD), a public repository of structured organic reaction records. The task is: describe an organic reaction: reactants, conditions, products, and yield The reactants are C1=CC=CC=2C3=CC=CC=C3C(C12)COC(=O)N[C@@H](CCC(NC(C1=CC=CC=C1)(C1=CC=CC=C1)C1=CC=CC=C1)=O)C(=O)NC1=CC(=C(C=C1)OC)O (N-[Nα-(9-fluorenylmethoxycarbonyl)-Nδ-trityl-L-glutaminyl]-3-hydroxy-4-methoxyaniline), FC1=CC=C(COC2(C=C(/C=C/C(=O)O)C=CC2(O)OCC2=CC=C(C=C2)F)O)C=C1 (3,4-di-(4-fluorobenzyloxy)caffeic acid). Yields the product FC1=CC=C(COC2(C=C(/C=C/C(=O)N[C@@H](CCC(NC(C3=CC=CC=C3)(C3=CC=CC=C3)C3=CC=CC=C3)=O)C(=O)NC3=CC(=C(C=C3)OC)O)C=CC2(O)OCC2=CC=C(C=C2)F)O)C=C1 (N-[Nα-(3,4-di-(4-Fluorobenzyloxy)caffeoyl)-Nδ-trityl-L-glutaminyl]-3-hydroxy-4-methoxyaniline), crystals. Yield: 37.0%. As a reaction SMILES: C1C2C(COC([NH:18][C@H:19]([C:44]([NH:46][C:47]3[CH:52]=[CH:51][C:50]([O:53][CH3:54])=[C:49]([OH:55])[CH:48]=3)=[O:45])[CH2:20][CH2:21][C:22](=[O:43])[NH:23][C:24]([C:37]3[CH:42]=[CH:41][CH:40]=[CH:39][CH:38]=3)([C:31]3[CH:36]=[CH:35][CH:34]=[CH:33][CH:32]=3)[C:25]3[CH:30]=[CH:29][CH:28]=[CH:27][CH:26]=3)=O)C3C(=CC=CC=3)C=2C=CC=1.[F:56][C:57]1[CH:86]=[CH:85][C:60]([CH2:61][O:62][C:63]2([OH:84])[C:73](OCC3C=CC(F)=CC=3)([OH:74])[CH:72]=[CH:71][C:65](/[CH:66]=[CH:67]/[C:68]([OH:70])=[O:69])=[CH:64]2)=[CH:59][CH:58]=1>>[F:56][C:57]1[CH:86]=[CH:85][C:60]([CH2:61][O:62][C:63]2([OH:84])[C:68]([O:69][CH2:61][C:60]3[CH:85]=[CH:86][C:57]([F:56])=[CH:58][CH:59]=3)([OH:70])[CH:67]=[CH:66][C:65](/[CH:71]=[CH:72]/[C:73]([NH:18][C@H:19]([C:44]([NH:46][C:47]3[CH:52]=[CH:51][C:50]([O:53][CH3:54])=[C:49]([OH:55])[CH:48]=3)=[O:45])[CH2:20][CH2:21][C:22](=[O:43])[NH:23][C:24]([C:31]3[CH:32]=[CH:33][CH:34]=[CH:35][CH:36]=3)([C:37]3[CH:42]=[CH:41][CH:40]=[CH:39][CH:38]=3)[C:25]3[CH:26]=[CH:27][CH:28]=[CH:29][CH:30]=3)=[O:74])=[CH:64]2)=[CH:59][CH:58]=1. Procedure details: The title compound was prepared from N-[Nα-(9-fluorenylmethoxycarbonyl)-Nδ-trityl-L-glutaminyl]-3-hydroxy-4-methoxyaniline (565 mg, 0.8 mmol, example 109, step A) as described for example 109 (step B) using 3,4-di-(4-fluorobenzyloxy)caffeic acid (459 mg, 1.2 mmol) instead of N-(4-fluorobenzyl)indole-2-carboxylic acid. The crude material was purified by flash chromatography using successively 15%, 20% and 30% EtOAc/CH2Cl2 as the eluent. The title compound was obtained as white crystals (250 mg, 3... Procedure details: The title compound is prepared from 4-(5-chloro-2,3-dihydro-furo[2,3-c]pyridin-2-yl)-piperidine-1-carboxylic acid tert-butyl ester and 4-(ethylsulfonyl)phenylboronic acid following a procedure analogous to that described in Example 28. LC (method 7): tR=1.39 min; Mass spectrum (ESI+): m/z=473 [M+H]+. The reactants are C(C)(C)(C)OC(=O)N1CCC(CC1)C1CC=2C(=CN=C(C2)Cl)O1 (4-(5-chloro-2,3-dihydro-furo[2,3-c]pyridin-2-yl)-piperidine-1-carboxylic acid tert-butyl ester), C(C)S(=O)(=O)C1=CC=C(C=C1)B(O)O (4-(ethylsulfonyl)phenylboronic acid). As a reaction SMILES: [C:1]([O:5][C:6]([N:8]1[CH2:13][CH2:12][CH:11]([CH:14]2[O:23][C:17]3=[CH:18][N:19]=[C:20](Cl)[CH:21]=[C:16]3[CH2:15]2)[CH2:10][CH2:9]1)=[O:7])([CH3:4])([CH3:3])[CH3:2].[CH2:24]([S:26]([C:29]1[CH:34]=[CH:33][C:32](B(O)O)=[CH:31][CH:30]=1)(=[O:28])=[O:27])[CH3:25]>>[C:1]([O:5][C:6]([N:8]1[CH2:13][CH2:12][CH:11]([CH:14]2[O:23][C:17]3=[CH:18][N:19]=[C:20]([C:32]4[CH:31]=[CH:30][C:29]([S:26]([CH2:24][CH3:25])(=[O:28])=[O:27])=[CH:34][CH:33]=4)[CH:21]=[C:16]3[CH2:15]2)[CH2:10][CH2:9]1)=[O:7])([CH3:4])([CH3:3])[CH3:2]. The product is C(C)(C)(C)OC(=O)N1CCC(CC1)C1CC=2C(=CN=C(C2)C2=CC=C(C=C2)S(=O)(=O)CC)O1 (4-[5-(4-Ethanesulfonyl-phenyl)-2,3-dihydro-furo[2,3-c]pyridin-2-yl]-piperidine-1-carboxylic acid tert-butyl ester). Starting materials: CNC(=O)c1c2cc(C3CC3)c(NS(C)(=O)=O)cc2nn1-c1ccc(Br)cc1, O=C([O-])[O-], CO, [Cu]I, [Cu], Oc1ccc(F)cc1, [K+], [K+], c1ccncc1. The product is CNC(=O)c1c2cc(C3CC3)c(NS(C)(=O)=O)cc2nn1-c1ccc(Oc2ccc(F)cc2)cc1. Reaction SMILES: [Br:1][c:2]1[cH:3][cH:4][c:5](-[n:8]2[n:9][c:10]3[cH:11][c:12]([NH:24][S:25](=[O:26])(=[O:27])[CH3:28])[c:13]([CH:21]4[CH2:22][CH2:23]4)[cH:14][c:15]3[c:16]2[C:17](=[O:18])[NH:19][CH3:20])[cH:6][cH:7]1.[C:29](=[O:30])([O-:31])[O-:32].[CH3:43][OH:44].[Cu:51][I:52].[Cu:53].[F:35][c:36]1[cH:37][cH:38][c:39]([OH:42])[cH:40][cH:41]1.[K+:33].[K+:34].[cH:45]1[cH:46][cH:47][n:48][cH:49][cH:50]1>>[c:2]1([O:42][c:39]2[cH:38][cH:37][c:36]([F:35])[cH:41][cH:40]2)[cH:3][cH:4][c:5](-[n:8]2[n:9][c:10]3[cH:11][c:12]([NH:24][S:25](=[O:26])(=[O:27])[CH3:28])[c:13]([CH:21]4[CH2:22][CH2:23]4)[cH:14][c:15]3[c:16]2[C:17](=[O:18])[NH:19][CH3:20])[cH:6][cH:7]1. The reactants are COc1ccc(C(=O)Cl)cc1OC, Nc1cc(NC(=O)c2ccccc2[N+](=O)[O-])ccc1Cl, c1ccncc1. The product is COc1ccc(C(=O)Nc2cc(NC(=O)c3ccccc3[N+](=O)[O-])ccc2Cl)cc1OC. RXN SMILES: [CH3:1][O:2][c:3]1[cH:4][c:5]([C:6](=[O:7])[Cl:8])[cH:9][cH:10][c:11]1[O:12][CH3:13].[NH2:14][c:15]1[cH:16][c:17]([NH:22][C:23]([c:24]2[c:25]([N+:30](=[O:31])[O-:32])[cH:26][cH:27][cH:28][cH:29]2)=[O:33])[cH:18][cH:19][c:20]1[Cl:21].[cH:34]1[cH:35][cH:36][n:37][cH:38][cH:39]1>>[CH3:1][O:2][c:3]1[cH:4][c:5]([C:6](=[O:7])[NH:14][c:15]2[cH:16][c:17]([NH:22][C:23]([c:24]3[c:25]([N+:30](=[O:31])[O-:32])[cH:26][cH:27][cH:28][cH:29]3)=[O:33])[cH:18][cH:19][c:20]2[Cl:21])[cH:9][cH:10][c:11]1[O:12][CH3:13]. Reactants: C=COCCONC(=O)c1c(Nc2ccc(SC)cc2F)c2cnccc2n1C1CC1, O=C(NOCCO)c1c(Nc2ccc(I)cc2F)c2cnccc2n1C1CC1. Product: CSc1ccc(Nc2c(C(=O)NOCCO)n(C3CC3)c3ccncc23)c(F)c1. RXN SMILES: [CH:29](=[CH2:30])[O:31][CH2:32][CH2:33][O:34][NH:35][C:36](=[O:37])[c:38]1[c:39]([NH:50][c:51]2[c:52]([F:59])[cH:53][c:54]([S:57][CH3:58])[cH:55][cH:56]2)[c:40]2[cH:41][n:42][cH:43][cH:44][c:45]2[n:46]1[CH:47]1[CH2:48][CH2:49]1.[OH:1][CH2:2][CH2:3][O:4][NH:5][C:6]([c:7]1[n:8]([CH:9]2[CH2:10][CH2:11]2)[c:12]2[cH:13][cH:14][n:15][cH:16][c:17]2[c:18]1[NH:19][c:20]1[cH:21][cH:22][c:23]([I:24])[cH:25][c:26]1[F:27])=[O:28]>>[OH:31][CH2:32][CH2:33][O:34][NH:35][C:36](=[O:37])[c:38]1[c:39]([NH:50][c:51]2[c:52]([F:59])[cH:53][c:54]([S:57][CH3:58])[cH:55][cH:56]2)[c:40]2[cH:41][n:42][cH:43][cH:44][c:45]2[n:46]1[CH:47]1[CH2:48][CH2:49]1. Product: COc1ccc(-c2nc(CCCCCC#N)oc2-c2ccc(OC)cc2)cc1. RXN SMILES: [CH3:1][O:2][c:3]1[cH:4][cH:5][c:6](-[c:9]2[n:10][c:11]([CH2:22][CH2:23][CH2:24][CH2:25][CH2:26][Br:27])[o:12][c:13]2-[c:14]2[cH:15][cH:16][c:17]([O:20][CH3:21])[cH:18][cH:19]2)[cH:7][cH:8]1.[CH3:31][CH2:32][OH:33].[K:28][C:29]#[N:30].[OH2:34]>>[CH3:1][O:2][c:3]1[cH:4][cH:5][c:6](-[c:9]2[n:10][c:11]([CH2:22][CH2:23][CH2:24][CH2:25][CH2:26][C:29]#[N:30])[o:12][c:13]2-[c:14]2[cH:15][cH:16][c:17]([O:20][CH3:21])[cH:18][cH:19]2)[cH:7][cH:8]1. Starting materials: COc1ccc(-c2nc(CCCCCBr)oc2-c2ccc(OC)cc2)cc1, CCO, N#C[K], O. Starting materials: C1(=CC=CC=C1)C(=[N+]=[N-])C1=CC=CC=C1 (Diphenyldiazomethane), NC1=C(N=CN1[C@H]1[C@H](OC(C)=O)[C@H](OC(C)=O)[C@H](O1)COC(C)=O)C(=O)O (5-amino-1-(2,3,5-tris-O-acetyl-β-D-ribofuranosyl)-1H-imidazole-4-carboxylic acid). Run in C(Cl)Cl (CH2Cl2). Run at time 16 hour. The product is C1(=CC=CC=C1)C(C1=CC=CC=C1)OC(=O)C=1N=CN(C1N)[C@H]1[C@H](OC(C)=O)[C@H](OC(C)=O)[C@H](O1)COC(C)=O (5-amino-1-(2,3,5-tris-O-acetyl-β-D-ribofuranosyl)-1H-imidazole-4-carboxylic acid diphenylmethyl ester). The yield is 88.0%. As a reaction SMILES: [C:1]1([C:7]([C:10]2[CH:15]=[CH:14][CH:13]=[CH:12][CH:11]=2)=[N+]=[N-])[CH:6]=[CH:5][CH:4]=[CH:3][CH:2]=1.[NH2:16][C:17]1[N:21]([C@@H:22]2[O:34][C@H:33]([CH2:35][O:36][C:37](=[O:39])[CH3:38])[C@@H:28]([O:29][C:30](=[O:32])[CH3:31])[C@H:23]2[O:24][C:25](=[O:27])[CH3:26])[CH:20]=[N:19][C:18]=1[C:40]([OH:42])=[O:41]>C(Cl)Cl>[C:1]1([CH:7]([O:42][C:40]([C:18]2[N:19]=[CH:20][N:21]([C@@H:22]3[O:34][C@H:33]([CH2:35][O:36][C:37](=[O:39])[CH3:38])[C@@H:28]([O:29][C:30](=[O:32])[CH3:31])[C@H:23]3[O:24][C:25](=[O:27])[CH3:26])[C:17]=2[NH2:16])=[O:41])[C:10]2[CH:15]=[CH:14][CH:13]=[CH:12][CH:11]=2)[CH:6]=[CH:5][CH:4]=[CH:3][CH:2]=1. Procedure: Diphenyldiazomethane (2.0 g, 10.3 mmol) was added to the suspension of 5-amino-1-(2,3,5-tris-O-acetyl-β-D-ribofuranosyl)-1H-imidazole-4-carboxylic acid (3.86 g, 10 mmol) in CH2Cl2 (50 mL). The mixture was stirred at room temperature for 16 h, by which time all the reactants had dissolved. The reaction mixture was poured onto the top of a column of silica gel (100 g, packed in CH2Cl2, collected 100-mL fractions), and the column was washed with 5% EtOAc in CH2Cl2 (300 mL), then the product was elu... Starting materials: C(C)(=O)OC1=C(C(=O)OC)C=C(C=C1)N=CC1=CC=CC=C1 (Methyl 2-acetoxy-5-benzylideneaminobenzoate). Solvent: O (water). Product: C(C)(=O)OC1=C(C(=O)OC)C=C(C=C1)N (Methyl 2-acetoxy-5-aminobenzoate). Isolated yield 14.9%. As a reaction SMILES: [C:1]([O:4][C:5]1[CH:14]=[CH:13][C:12]([N:15]=CC2C=CC=CC=2)=[CH:11][C:6]=1[C:7]([O:9][CH3:10])=[O:8])(=[O:3])[CH3:2]>O>[C:1]([O:4][C:5]1[CH:14]=[CH:13][C:12]([NH2:15])=[CH:11][C:6]=1[C:7]([O:9][CH3:10])=[O:8])(=[O:3])[CH3:2]. Procedure details: Methyl 2-acetoxy-5-benzylideneaminobenzoate (19 g, 64 mmole) was boiled with water (100 ml) for 1 hour after which the reaction mixture was cooled and evaporated to dryness, in vacuo. The remaining material was recrystallized from water to give the title compound (2.0 g, 15%), m.p. 99°-100° C. Found (Calc. for C10H11NO4) C 57.31 (57.42), H 5.37 (5.26) N 6.68 (6.70). Conditions: temperature 120 celsius, time 6 hour. Product: BrC=1C=C(C=NC1)C(C)NS(=O)(=O)CC (ethanesulfonic acid [1-(5-bromo-pyridin-3-yl)-ethyl]-amide). Run in C1(=CC=CC=C1)C (toluene), CCOC(=O)C (EtOAc). Reagents/catalysts: CC([O-])C.[Ti+4].CC([O-])C.CC([O-])C.CC([O-])C (titanium(IV) isopropoxide). Procedure details: To a vial is added 5-bromonicotinaldehyde (300 mg, 1.61 mmol) and ethanesulfonamide (220 mg, 2.02 mmol) in 6 ml of toluene, followed by the addition of titanium(IV) isopropoxide (1 ml, 3.23 mmol). The reaction mixture is stirred at 120° C. for 6 hours. The reaction mixture is concentrated. The residue is dissolved in 5 ml of THF and is cooled to −40° C., methylmagnesium bromide, 3M in ether (1.6 ml, 4.84 mmol) is added dropwise. The reaction mixture is warm up and stirred at room temperature for... The reactants are C[Mg]Br (methylmagnesium bromide), CCOCC (ether), BrC=1C=NC=C(C=O)C1 (5-bromonicotinaldehyde), C(C)S(=O)(=O)N (ethanesulfonamide). RXN SMILES: [Br:1][C:2]1[CH:3]=[N:4][CH:5]=[C:6]([CH:9]=1)[CH:7]=O.[CH2:10]([S:12]([NH2:15])(=[O:14])=[O:13])[CH3:11].[CH3:16][Mg]Br.CCOCC>C1(C)C=CC=CC=1.CCOC(C)=O.CC(C)[O-].[Ti+4].CC(C)[O-].CC(C)[O-].CC(C)[O-]>[Br:1][C:2]1[CH:9]=[C:6]([CH:7]([NH:15][S:12]([CH2:10][CH3:11])(=[O:14])=[O:13])[CH3:16])[CH:5]=[N:4][CH:3]=1 |f:6.7.8.9.10|. The yield is 91.7%. Yields the product [Si](C)(C)(C(C)(C)C)O[C@H]1C=C[C@H](C1)O ((+)-cis-4-tert-butyldimethylsilyloxy-2-cyclopentenol). Procedure: Dissolve (-)-acetic acid 4-tert-butyldimethylsilyloxy-cyclopent-2-enyl ester (2.3 mmol, prepared in example 10) in THF/methanol/water (2.7/0.9/0.9 mL). Add lithium hydroxide monohydrate (2.5 mmol) with stirring. After stirring for about 3 hours at room temperature, dilute the reaction with water (10 mL) and extract with tert-butyl methyl ether. Combine the organic phases, dry over anhydrous magnesium sulfate, filter and concentrate under vacuum. Purify the residue by flash chromatography (silica... Run in C1CCOC1.CO.O (THF methanol water). Reaction SMILES: [Si:1]([O:8][CH:9]1[CH2:13][CH:12]([O:14]C(=O)C)[CH:11]=[CH:10]1)([C:4]([CH3:7])([CH3:6])[CH3:5])([CH3:3])[CH3:2].O.[OH-].[Li+].O>C1COCC1.CO.O>[Si:1]([O:8][C@@H:9]1[CH2:13][C@H:12]([OH:14])[CH:11]=[CH:10]1)([C:4]([CH3:7])([CH3:6])[CH3:5])([CH3:3])[CH3:2] |f:1.2.3,5.6.7|. Reaction conditions: time 3 hour. Reactants: O.[OH-].[Li+] (lithium hydroxide monohydrate), [Si](C)(C)(C(C)(C)C)OC1C=CC(C1)OC(C)=O ((-)-acetic acid 4-tert-butyldimethylsilyloxy-cyclopent-2-enyl ester), O (water).